From a dataset of the Open Reaction Database (ORD), a public repository of structured organic reaction records. describe an organic reaction: reactants, conditions, products, and yield Starting materials: C(=O)([O-])[O-].[Cs+].[Cs+] (Cs2CO3), ClC1=CC(=C(C(=O)NC2=CC(NC=C2)=O)C=C1Cl)F (4,5-dichloro-2-fluoro-N-(2-oxo-1,2-dihydropyridin-4-yl)benzamide), FC1=C(C=C(C=C1)O)OC (4-fluoro-3-methoxyphenol). Solvent: CN1CCCC1=O (NMP). Run at temperature 90 celsius, time 2 hour. The product is ClC1=CC(=C(C(=O)NC2=CC(NC=C2)=O)C=C1Cl)OC1=C(C=C(C=C1)F)OC (4,5-dichloro-2-(4-fluoro-2-methoxyphenoxy)-N-(2-oxo-1,2-dihydropyridin-4-yl)benzamide). Isolated yield 31.2%. Reaction SMILES: [C:1]([O-:4])([O-])=O.[Cs+].[Cs+].[Cl:7][C:8]1[C:23]([Cl:24])=[CH:22][C:11]([C:12]([NH:14][C:15]2[CH:20]=[CH:19][NH:18][C:17](=[O:21])[CH:16]=2)=[O:13])=[C:10](F)[CH:9]=1.[F:26][C:27]1[CH:32]=[CH:31][C:30]([OH:33])=[CH:29][C:28]=1OC>CN1C(=O)CCC1>[Cl:7][C:8]1[C:23]([Cl:24])=[CH:22][C:11]([C:12]([NH:14][C:15]2[CH:20]=[CH:19][NH:18][C:17](=[O:21])[CH:16]=2)=[O:13])=[C:10]([O:33][C:30]2[CH:31]=[CH:32][C:27]([F:26])=[CH:28][C:29]=2[O:4][CH3:1])[CH:9]=1 |f:0.1.2|. Procedure: Cs2CO3 (97.7 mg, 0.3 mmol) was added to a solution of 4,5-dichloro-2-fluoro-N-(2-oxo-1,2-dihydropyridin-4-yl)benzamide (30.1 mg, 0.1 mmol) and 4-fluoro-3-methoxyphenol (42.6 mg, 0.3 mmol) in NMP (0.5 mL) and the reaction was stirred at 90° C. for 2 hours. The reaction was filtered and purified by reverse phase HPLC using a gradient of acetonitrile in water (1-99%) and HCl as a modifier to yield 4,5-dichloro-2-(4-fluoro-2-methoxyphenoxy)-N-(2-oxo-1,2-dihydropyridin-4-yl)benzamide (114) (13.2 mg, ... The reactants are CC1=NC(=CC=C1N)N1CCOCC1 (2-methyl-6-(4-morpholinyl)-3-pyridinamine), CC1=NOC(=C1COC1=CC=C(C=C1)S(=O)(=O)Cl)C (4-{[(3,5-dimethyl-4-isoxazolyl)methyl]oxy}benzenesulfonyl chloride), N1=CC=CC=C1 (pyridine). Run in ClCCl (dichloromethane). Reaction conditions: temperature 65 celsius. The product is CC1=NOC(=C1COC1=CC=C(C=C1)S(=O)(=O)NC=1C(=NC(=CC1)N1CCOCC1)C)C (4-{[(3,5-dimethyl-4-isoxazolyl)methyl]oxy}-N-[2-methyl-6-(4-morpholinyl)-3-pyridinyl]benzenesulfonamide). Yield: 67.2%. As a reaction SMILES: [CH3:1][C:2]1[C:7]([NH2:8])=[CH:6][CH:5]=[C:4]([N:9]2[CH2:14][CH2:13][O:12][CH2:11][CH2:10]2)[N:3]=1.[CH3:15][C:16]1[C:20]([CH2:21][O:22][C:23]2[CH:28]=[CH:27][C:26]([S:29](Cl)(=[O:31])=[O:30])=[CH:25][CH:24]=2)=[C:19]([CH3:33])[O:18][N:17]=1.N1C=CC=CC=1>ClCCl>[CH3:15][C:16]1[C:20]([CH2:21][O:22][C:23]2[CH:24]=[CH:25][C:26]([S:29]([NH:8][C:7]3[C:2]([CH3:1])=[N:3][C:4]([N:9]4[CH2:14][CH2:13][O:12][CH2:11][CH2:10]4)=[CH:5][CH:6]=3)(=[O:31])=[O:30])=[CH:27][CH:28]=2)=[C:19]([CH3:33])[O:18][N:17]=1. Procedure details: A mixture of 2-methyl-6-(4-morpholinyl)-3-pyridinamine (170 mg, 0.880 mmol) and 4-{[(3,5-dimethyl-4-isoxazolyl)methyl]oxy}benzenesulfonyl chloride (265 mg, 0.880 mmol) in dichloromethane (4 mL) and pyridine (0.142 mL, 1.759 mmol) was heated at 65° C. for 2 hours. The reaction mixture was allowed to cool and separated between dichloromethane and saturated sodium bicarbonate solution. The organic phase was passed through a hydrophobic frit and evaporated in vacuo. The crude was purified by flash s...